This data is from the Open Reaction Database (ORD), a public repository of structured organic reaction records. The task is: describe an organic reaction: reactants, conditions, products, and yield Starting materials: C[C@H]1C[C@@]2([C@]([C@H]3[C@@H](O2)C[C@@H]4[C@@]3(C[C@@H]([C@H]5[C@H]4CC[C@@H]6[C@@]5(CC[C@H](C6)O)C)O)C)(C)O)OC1(C)C (epihippuristanol), C[C@H]1C[C@]2([C@]([C@H]3[C@@H](O2)C[C@@H]4[C@@]3(C[C@@H]([C@H]5[C@H]4CC[C@@H]6[C@@]5(CC[C@H](C6)O)C)O)C)(C)O)OC1(C)C (hippuristanol). Product: C[C@H]1C[C@@]2([C@]([C@H]3[C@@H](O2)C[C@@H]4[C@@]3(CC(=O)[C@H]5[C@H]4CC[C@@H]6[C@@]5(CC[C@H](C6)O)C)C)(C)O)OC1(C)C (epihippuristanol 11-one), C[C@H]1C[C@@]2([C@]([C@H]3[C@@H](O2)C[C@@H]4[C@@]3(CC(=O)[C@H]5[C@H]4CC[C@@H]6[C@@]5(CCC(=O)C6)C)C)(C)O)OC1(C)C (epihippuristanol 3,11-dione). Isolated yield 45.0%. As a reaction SMILES: [CH3:1][C@@H:2]1[C:31]([CH3:33])([CH3:32])[O:30][C@@:4]2([O:8][C@H:7]3[CH2:9][C@H:10]4[C@@H:15]5[CH2:16][CH2:17][C@H:18]6[CH2:23][C@H:22]([OH:24])[CH2:21][CH2:20][C@:19]6([CH3:25])[C@H:14]5[C@@H:13]([OH:26])[CH2:12][C@:11]4([CH3:27])[C@H:6]3[C@:5]2([OH:29])[CH3:28])[CH2:3]1.[CH3:34][C@@H:35]1[C:64]([CH3:66])([CH3:65])[O:63][C@:37]2([O:41][C@H:40]3[CH2:42][C@H:43]4[C@@H:48]5[CH2:49][CH2:50][C@H:51]6[CH2:56][C@H:55]([OH:57])[CH2:54][CH2:53][C@:52]6([CH3:58])[C@H:47]5[C@@H:46]([OH:59])[CH2:45][C@:44]4([CH3:60])[C@H:39]3[C@:38]2([OH:62])[CH3:61])[CH2:36]1>>[CH3:1][C@@H:2]1[C:31]([CH3:32])([CH3:33])[O:30][C@@:4]2([O:8][C@H:7]3[CH2:9][C@H:10]4[C@@H:15]5[CH2:16][CH2:17][C@H:18]6[CH2:23][C@H:22]([OH:24])[CH2:21][CH2:20][C@:19]6([CH3:25])[C@H:14]5[C:13](=[O:26])[CH2:12][C@:11]4([CH3:27])[C@H:6]3[C@:5]2([OH:29])[CH3:28])[CH2:3]1.[CH3:34][C@@H:35]1[C:64]([CH3:65])([CH3:66])[O:63][C@@:37]2([O:41][C@H:40]3[CH2:42][C@H:43]4[C@@H:48]5[CH2:49][CH2:50][C@H:51]6[CH2:56][C:55](=[O:57])[CH2:54][CH2:53][C@:52]6([CH3:58])[C@H:47]5[C:46](=[O:59])[CH2:45][C@:44]4([CH3:60])[C@H:39]3[C@:38]2([OH:62])[CH3:61])[CH2:36]1. Procedure: Oxidation of epihippuristanol (10) to give epihippuristanol 11-one (13) and epihippuristanol 3,11-dione (14). Epihippuristanol (10, 31.4 mg) was oxidized in the same fashion as described above for hippuristanol (1). The crude product was separated by TLC (CHCl3/EtOAc, 1:1, v/v) to give 12.6 mg of epihippuristanol 11-one (13, 40%) and 14.0 mg of epihippuristanol 3,11-dione (14, 45%). Epihippuristanol 3,11-dione (14). white crystals, mp 226-229° C.; 1H NMR (CDCl3) δ 4.48 (brq, J=7.0 Hz, 1H), 2.82 ... Starting materials: C(#N)CC(=S)NC1=CC=CC=C1 (2-cyano-N-phenylthioacetamide), C[O-].[Na+] (Sodium methoxide), CCOC(=O)C (EtOAc), C[O-].[Na+] (sodium methoxide), C(=O)OC (methyl formate). Solvent: CO (MeOH), CCO (EtOH). Conditions: time 8 hour. Yields the product C(#N)C1=C(N(C(C=C1)=O)C1=CC=CC=C1)[S-].[Na+] (Sodium 3-cyano-6-oxo-1-phenyl-1,6-dihydropyridine-2-thiolate). The yield is 100.0%. Reaction SMILES: [CH3:1][O-].[Na+:3].CCO[C:7]([CH3:9])=[O:8].C(OC)=O.[C:14]([CH2:16][C:17]([NH:19][C:20]1[CH:25]=[CH:24][CH:23]=[CH:22][CH:21]=1)=[S:18])#[N:15]>CO.CCO>[C:14]([C:16]1[CH:1]=[CH:9][C:7](=[O:8])[N:19]([C:20]2[CH:25]=[CH:24][CH:23]=[CH:22][CH:21]=2)[C:17]=1[S-:18])#[N:15].[Na+:3] |f:0.1,7.8|. Reported procedure: Sodium methoxide (2.88 g) was added to EtOAc (8.7 mL), cooled to +14° C. To the resulting suspension was added methyl formate (2.2 mL) slowly over 4.3 h whilst maintaining the reaction temperature at +14° C. After this time, the temperature was adjusted to +25° C. and the reaction was allowed to stir out at this temperature overnight. Absolute EtOH (25 mL) and a solution of sodium methoxide in MeOH (30 wt %, 6.7 mL) were then added followed by 2-cyano-N-phenylthioacetamide (5 g) and the resultin... Starting materials: ClC=1C=C2C(C(NC2=CC1)=O)=O (5-chloroisatin), Cl.NCC(=O)C1=CC=C(C=C1)Br (2-amino-1-(4-bromophenyl)ethanone hydrochloride), O (water). The product is NC=1C(=NC2=CC=C(C=C2C1C(=O)O)Cl)C1=CC=C(C=C1)Br (3-Amino-6-chloro-2-(4-bromophenyl)-4-quinolinecarboxylic acid). RXN SMILES: [Cl:1][C:2]1[CH:3]=[C:4]2[C:8](=[CH:9][CH:10]=1)[NH:7][C:6](=[O:11])[C:5]2=O.Cl.[NH2:14][CH2:15][C:16]([C:18]1[CH:23]=[CH:22][C:21]([Br:24])=[CH:20][CH:19]=1)=O.[OH2:25]>>[NH2:14][C:15]1[C:16]([C:18]2[CH:23]=[CH:22][C:21]([Br:24])=[CH:20][CH:19]=2)=[N:7][C:8]2[C:4]([C:5]=1[C:6]([OH:11])=[O:25])=[CH:3][C:2]([Cl:1])=[CH:10][CH:9]=2 |f:1.2|. Procedure details: A solution of 5.45 g of 5-chloroisatin in water was reacted with 10.0 g of 2-amino-1-(4-bromophenyl)ethanone hydrochloride by the procedure described in example 1, giving 9.31 g of the desired compound as a yellow solid, mp 241°-242° C. Reactants: O=C([O-])O, CO, Cl, [K+], CSc1nc(N)nc(NCC(=O)Nc2cccc(C(F)(F)F)c2)c1C=O, NO. Product: CSc1nc(N)nc(NCC(=O)Nc2cccc(C(F)(F)F)c2)c1C=NO. As a reaction SMILES: [C:27](=[O:28])([OH:29])[O-:30].[CH3:35][OH:36].[ClH:34].[K+:31].[NH2:1][c:2]1[n:3][c:4]([S:25][CH3:26])[c:5]([CH:23]=[O:24])[c:6]([NH:8][CH2:9][C:10](=[O:11])[NH:12][c:13]2[cH:14][c:15]([C:19]([F:20])([F:21])[F:22])[cH:16][cH:17][cH:18]2)[n:7]1.[NH2:32][OH:33]>>[NH2:1][c:2]1[n:3][c:4]([S:25][CH3:26])[c:5]([CH:23]=[N:32][OH:33])[c:6]([NH:8][CH2:9][C:10](=[O:11])[NH:12][c:13]2[cH:14][c:15]([C:19]([F:20])([F:21])[F:22])[cH:16][cH:17][cH:18]2)[n:7]1. Product: CC(C)(CO)Nc1ncc(C(F)(F)F)cc1[N+](=O)[O-]. Starting materials: CN(C)C=O, CCOC(C)=O, O=[N+]([O-])c1cc(C(F)(F)F)cnc1Cl, CC(C)(N)CO. As a reaction SMILES: [CH3:21][N:22]([CH3:23])[CH:24]=[O:25].[CH3:26][CH2:27][O:28][C:29](=[O:30])[CH3:31].[Cl:1][c:2]1[n:3][cH:4][c:5]([C:11]([F:12])([F:13])[F:14])[cH:6][c:7]1[N+:8](=[O:9])[O-:10].[NH2:15][C:16]([CH2:17][OH:18])([CH3:19])[CH3:20]>>[c:2]1([NH:15][C:16]([CH2:17][OH:18])([CH3:19])[CH3:20])[n:3][cH:4][c:5]([C:11]([F:12])([F:13])[F:14])[cH:6][c:7]1[N+:8](=[O:9])[O-:10].